Dataset: the Open Reaction Database (ORD), a public repository of structured organic reaction records. Task: describe an organic reaction: reactants, conditions, products, and yield Starting materials: N#N (N2), C(=O)(OC(C)(C)C)N1C(=CC2=CC=CC=C12)B(O)O (N-Boc-indole-2-boronic acid), ClC=1C=NC=C(C1)Br (3-chloro-5-bromopyridine), COC=1C=CC=C(C1C=2C=CC=CC2P(C3CCCCC3)C4CCCCC4)OC (s-phos), P(=O)([O-])([O-])[O-].[K+].[K+].[K+] (potassium phosphate). The reagents and catalysts are C=1C=CC(=CC1)/C=C/C(=O)/C=C/C2=CC=CC=C2.C=1C=CC(=CC1)/C=C/C(=O)/C=C/C2=CC=CC=C2.C=1C=CC(=CC1)/C=C/C(=O)/C=C/C2=CC=CC=C2.[Pd].[Pd] (Pd2(dba)3). Solvent: C1(=CC=CC=C1)C (toluene). Yields the product C(C)(C)(C)OC(=O)N1C(=CC2=CC=CC=C12)C=1C=NC=C(C1)Cl (2-(5-chloro-pyridin-3-yl)-indole-1-carboxylic acid tert-butyl ester). RXN SMILES: [C:1]([N:8]1[C:16]2[C:11](=[CH:12][CH:13]=[CH:14][CH:15]=2)[CH:10]=[C:9]1B(O)O)([O:3][C:4]([CH3:7])([CH3:6])[CH3:5])=[O:2].[Cl:20][C:21]1[CH:22]=[N:23][CH:24]=[C:25](Br)[CH:26]=1.COC1C=CC=C(OC)C=1C1C=CC=CC=1P(C1CCCCC1)C1CCCCC1.P([O-])([O-])([O-])=O.[K+].[K+].[K+].N#N>C1C=CC(/C=C/C(/C=C/C2C=CC=CC=2)=O)=CC=1.C1C=CC(/C=C/C(/C=C/C2C=CC=CC=2)=O)=CC=1.C1C=CC(/C=C/C(/C=C/C2C=CC=CC=2)=O)=CC=1.[Pd].[Pd].C1(C)C=CC=CC=1>[C:4]([O:3][C:1]([N:8]1[C:16]2[C:11](=[CH:12][CH:13]=[CH:14][CH:15]=2)[CH:10]=[C:9]1[C:25]1[CH:24]=[N:23][CH:22]=[C:21]([Cl:20])[CH:26]=1)=[O:2])([CH3:7])([CH3:6])[CH3:5] |f:3.4.5.6,8.9.10.11.12|. Procedure details: A flask is charged with N-Boc-indole-2-boronic acid (0.407 g, 1.55 mmol), 3-chloro-5-bromopyridine (0.200 g, 1.03 mmol), s-phos (0.021 g, 0.05 mmol), potassium phosphate (0.441 g, 2.07 mmol) and toluene (5 mL). The flask is evacuated and filled with N2 thrice and Pd2(dba)3 (0.019 g, 0.02 mmol) is added. The flask is evacuated and filled with N2 thrice. The mixture is refluxed for 1 h, then cooled to room temperature and filtered through celite. The filtrate is concentrated in vacuo to afford 2-(... Reactants: Cl (Hydrochloric acid), C(C)(C)(C)C1=CC=C(C=C1)S(=O)(=O)N (4-tert-butyl-benzenesulfonamide), ClC1=NC(=NC(=C1OC1=C(C=CC=C1)OC)Cl)C1=NC=CC=N1 (4,6-dichloro-5-(2-methoxy-phenoxy)-[2,2′]bipyrimidine), C([O-])([O-])=O.[K+].[K+] (potassium carbonate). The reagents and catalysts are [Br-].C(CCC)[N+](CCCC)(CCCC)CCCC (tetrabutylammonium bromide). The solvent is O (water), C(C(C)C)C(=O)C (methyl isobutyl ketone). Conditions: temperature 50 celsius. Yields the product C(C)(C)(C)C1=CC=C(C=C1)S(=O)(=O)NC1=NC(=NC(=C1OC1=C(C=CC=C1)OC)Cl)C1=NC=CC=N1 (4-tert-butyl-N-[6-chloro-5-(2-methoxy-phenoxy)-[2,2′]bipyrimidinyl-4-yl]-benzenesulfonamide). The yield is 92.0%. Reaction SMILES: [C:1]([C:5]1[CH:10]=[CH:9][C:8]([S:11]([NH2:14])(=[O:13])=[O:12])=[CH:7][CH:6]=1)([CH3:4])([CH3:3])[CH3:2].[Cl:15][C:16]1[C:21]([O:22][C:23]2[CH:28]=[CH:27][CH:26]=[CH:25][C:24]=2[O:29][CH3:30])=[C:20](Cl)[N:19]=[C:18]([C:32]2[N:37]=[CH:36][CH:35]=[CH:34][N:33]=2)[N:17]=1.C(=O)([O-])[O-].[K+].[K+].Cl>[Br-].C([N+](CCCC)(CCCC)CCCC)CCC.C(C(C)=O)C(C)C.O>[C:1]([C:5]1[CH:10]=[CH:9][C:8]([S:11]([NH:14][C:20]2[C:21]([O:22][C:23]3[CH:28]=[CH:27][CH:26]=[CH:25][C:24]=3[O:29][CH3:30])=[C:16]([Cl:15])[N:17]=[C:18]([C:32]3[N:37]=[CH:36][CH:35]=[CH:34][N:33]=3)[N:19]=2)(=[O:12])=[O:13])=[CH:7][CH:6]=1)([CH3:4])([CH3:2])[CH3:3] |f:2.3.4,6.7|. Reported procedure: 44 g (0.21 moles) of 4-tert-butyl-benzenesulfonamide, 72 g (0.21 moles) of 4,6-dichloro-5-(2-methoxy-phenoxy)-[2,2′]bipyrimidine and 0.7 g of tetrabutylammonium bromide are added to a suspension of 35 g (0.25 moles) of potassium carbonate in 720 ml of methyl isobutyl ketone (MIBK), kept in an inert atmosphere (nitrogen). Once the addition is complete, the suspension is heated to reflux, operating so as to azeotropically remove the water that forms during the reaction. The reaction is kept at ref...